This data is from the Open Reaction Database (ORD), a public repository of structured organic reaction records. The task is: describe an organic reaction: reactants, conditions, products, and yield Reaction conditions: temperature 0 celsius, time 25 minute. The product is N(=[N+]=[N-])C=1C=C(C=C(C1)I)NC(OC(C)(C)C)=O (3-azido-5-iodophenylcarbamic acid, 1,1 -dimethylethyl ester). Solvent: CO (methanol), Cl (HCl), C(Cl)(Cl)Cl (chloroform), O (water). Starting materials: NC=1C=C(C=C(C1)I)NC(OC(C)(C)C)=O (3-amino-5-iodophenylcarbamic acid, 1,1-dimethylethyl ester), [N-]=[N+]=[N-].[Na+] (sodium azide), N(=O)[O-].[Na+] (NaNO2), S(N)(O)(=O)=O (sulfamic acid). Yield: 86.3%. Reaction SMILES: [NH2:1][C:2]1[CH:3]=[C:4]([NH:9][C:10](=[O:16])[O:11][C:12]([CH3:15])([CH3:14])[CH3:13])[CH:5]=[C:6]([I:8])[CH:7]=1.N([O-])=O.[Na+].S(=O)(=O)(O)N.[N-:26]=[N+:27]=[N-].[Na+]>CO.Cl.O.C(Cl)(Cl)Cl>[N:1]([C:2]1[CH:3]=[C:4]([NH:9][C:10](=[O:16])[O:11][C:12]([CH3:13])([CH3:15])[CH3:14])[CH:5]=[C:6]([I:8])[CH:7]=1)=[N+:26]=[N-:27] |f:1.2,4.5|. Procedure: A stirred solution of 3-amino-5-iodophenylcarbamic acid, 1,1-dimethylethyl ester (A-2, 4.32 g, 13.0 mmol) in methanol (115 mL) and 1 N aqueous HCl (115 mL) is cooled to 0° C., add 1.2 M aqueous NaNO2 (12.9 mL). The reaction mixture is stirred at 0° C. for 25 min, then sulfamic acid (1.26 g, 13.0 mmol) is added followed by sodium azide (1.01 g, 15.6 mmol) in water (6 mL). Stirring is continued at 0° C. for thirty minutes and then the reaction mixture is poured into chloroform (400 mL). The phases... Reactants: ClCCl, CN=C(NC)N(C)C, O=CO, CC(CBr)=C(C(=O)OC(c1ccccc1)c1ccccc1)N1CC(NC(=O)COc2ccccc2)C1=O. The product is CC(COC=O)=C(C(=O)OC(c1ccccc1)c1ccccc1)N1CC(NC(=O)COc2ccccc2)C1=O. As a reaction SMILES: [CH2:49]([Cl:50])[Cl:51].[CH3:1][NH:2][C:3](=[N:4][CH3:5])[N:6]([CH3:7])[CH3:8].[CH:9](=[O:10])[OH:11].[O:12]([c:13]1[cH:14][cH:15][cH:16][cH:17][cH:18]1)[CH2:19][C:20](=[O:21])[NH:22][CH:23]1[C:24](=[O:48])[N:25]([C:27]([C:28](=[O:29])[O:30][CH:31]([c:32]2[cH:33][cH:34][cH:35][cH:36][cH:37]2)[c:38]2[cH:39][cH:40][cH:41][cH:42][cH:43]2)=[C:44]([CH2:45][Br:46])[CH3:47])[CH2:26]1>>[CH:9](=[O:10])[O:11][CH2:45][C:44](=[C:27]([N:25]1[C:24](=[O:48])[CH:23]([NH:22][C:20]([CH2:19][O:12][c:13]2[cH:14][cH:15][cH:16][cH:17][cH:18]2)=[O:21])[CH2:26]1)[C:28](=[O:29])[O:30][CH:31]([c:32]1[cH:33][cH:34][cH:35][cH:36][cH:37]1)[c:38]1[cH:39][cH:40][cH:41][cH:42][cH:43]1)[CH3:47]. Starting materials: H20, ClC1=C(C(=O)O)C=CC(=N1)C (2-chloro-6-methylnicotinic acid), NC1=CC=C2C=NNC2=C1 (6-aminoindazole), N1=CC=CC=C1 (pyridine). The solvent is CO (methanol). Run at time 2 hour. The product is N1N=CC2=CC=C(C=C12)NC1=C(C(=O)O)C=CC(=N1)C (2-(1H-6-Indazolylamino)-6-methylnicotinic Acid). Isolated yield 85.1%. RXN SMILES: Cl[C:2]1[N:10]=[C:9]([CH3:11])[CH:8]=[CH:7][C:3]=1[C:4]([OH:6])=[O:5].[NH2:12][C:13]1[CH:21]=[C:20]2[C:16]([CH:17]=[N:18][NH:19]2)=[CH:15][CH:14]=1.N1C=CC=CC=1>CO>[NH:19]1[C:20]2[C:16](=[CH:15][CH:14]=[C:13]([NH:12][C:2]3[N:10]=[C:9]([CH3:11])[CH:8]=[CH:7][C:3]=3[C:4]([OH:6])=[O:5])[CH:21]=2)[CH:17]=[N:18]1. Procedure details: To the solution of 2-chloro-6-methylnicotinic acid 10 g and 6-aminoindazole 8.6 g in methanol 100 ml was added pyridine 9.5 ml, and then the solution was refluxed for 3 days. The reaction mixture was cooled, added H20 30 ml slowly at 20° C., and then stirred for 2 hr. The reaction mixture was filtered and the obtained solid was washed with methaol 20 ml. The desired compound (13.3 g, yield 85%) was obtained by drying of the solid product at 40˜50° C. in vacuo. Starting materials: FC1=C(C=CC(=C1)F)C=CC(C(C(F)(F)F)(F)F)=O (1-(2,4-difluoro-phenyl)-4,4,5,5,5-pentafluoro-pent-1-en-3-one), Cl.BrC=1C=C(C=CC1)NN (3-bromophenylhydrazine hydrochloride). Solvent: C(C)(=O)O (acetic acid). Run at temperature 95 celsius, time 5 hour. The product is BrC=1C=C(C=CC1)N1N=C(CC1C1=C(C=C(C=C1)F)F)C(C(F)(F)F)(F)F (1-(3-bromo-phenyl)-5-(2,4-difluoro-phenyl)-3-pentafluoroethyl-4,5-dihydro-1H-pyrazole). The yield is 35.1%. RXN SMILES: [F:1][C:2]1[CH:7]=[C:6]([F:8])[CH:5]=[CH:4][C:3]=1[CH:9]=[CH:10][C:11](=O)[C:12]([F:18])([F:17])[C:13]([F:16])([F:15])[F:14].Cl.[Br:21][C:22]1[CH:23]=[C:24]([NH:28][NH2:29])[CH:25]=[CH:26][CH:27]=1>C(O)(=O)C>[Br:21][C:22]1[CH:23]=[C:24]([N:28]2[CH:9]([C:3]3[CH:4]=[CH:5][C:6]([F:8])=[CH:7][C:2]=3[F:1])[CH2:10][C:11]([C:12]([F:18])([F:17])[C:13]([F:16])([F:15])[F:14])=[N:29]2)[CH:25]=[CH:26][CH:27]=1 |f:1.2|. Procedure: 1-(2,4-Difluoro-phenyl)-4,4,5,5,5-pentafluoro-pent-1-en-3-one (4.8 g, 16.9 mmol) prepared in Step 3 and 3-bromophenylhydrazine hydrochloride (4.2 g, 18.6 mmol) were added to acetic acid (50.0 mL). The reaction mixture was stirred at 95° C. for 5 hours, concentrated under reduced pressure, and then ethyl acetate was added thereto. The mixture was washed with a saturated solution of sodium hydrogen carbonate, dried on anhydrous magnesium sulfate, and then concentrated under reduced pressure to giv...